Dataset: the Open Reaction Database (ORD), a public repository of structured organic reaction records. Task: describe an organic reaction: reactants, conditions, products, and yield The reactants are [Al+3], CC[Si](CC)(CC)c1cc(C=O)c(C)o1, [H-], [H-], [H-], [H-], [Li+], C1CCOC1. The product is CC[Si](CC)(CC)c1cc(CO)c(C)o1. As a reaction SMILES: [Al+3:2].[CH3:7][c:8]1[c:9]([CH:20]=[O:21])[cH:10][c:11]([Si:13]([CH2:14][CH3:15])([CH2:16][CH3:17])[CH2:18][CH3:19])[o:12]1.[H-:1].[H-:4].[H-:5].[H-:6].[Li+:3].[O:22]1[CH2:23][CH2:24][CH2:25][CH2:26]1>>[CH3:7][c:8]1[c:9]([CH2:20][OH:21])[cH:10][c:11]([Si:13]([CH2:14][CH3:15])([CH2:16][CH3:17])[CH2:18][CH3:19])[o:12]1.